Dataset: the Open Reaction Database (ORD), a public repository of structured organic reaction records. Task: describe an organic reaction: reactants, conditions, products, and yield The reactants are COC=1C=C2C(=NC=NC2=CC1OC)N1CCC2=CC=C(C=C12)N (1-(6,7-Dimethoxy-quinazolin-4-yl)-2,3-dihydro-1H-indol-6-ylamine), BrCCCCBr (1,4-dibromo-butane), N1=CC=CC=C1 (pyridine). Run in CN(C)C=O (DMF), C(=O)(O)[O-].[Na+] (NaHCO3). Run at temperature 110 celsius. Yields the product COC=1C=C2C(=NC=NC2=CC1OC)N1CCC2=CC=C(C=C12)N1CCCC1 (6,7-Dimethoxy-4-(6-pyrrolidin-1-yl-2,3-dihydro-indol-1-yl)-quinazoline). Yield: 16.6%. Reaction SMILES: [CH3:1][O:2][C:3]1[CH:4]=[C:5]2[C:10](=[CH:11][C:12]=1[O:13][CH3:14])[N:9]=[CH:8][N:7]=[C:6]2[N:15]1[C:23]2[C:18](=[CH:19][CH:20]=[C:21]([NH2:24])[CH:22]=2)[CH2:17][CH2:16]1.Br[CH2:26][CH2:27][CH2:28][CH2:29]Br.N1C=CC=CC=1>CN(C=O)C.C([O-])(O)=O.[Na+]>[CH3:1][O:2][C:3]1[CH:4]=[C:5]2[C:10](=[CH:11][C:12]=1[O:13][CH3:14])[N:9]=[CH:8][N:7]=[C:6]2[N:15]1[C:23]2[C:18](=[CH:19][CH:20]=[C:21]([N:24]3[CH2:29][CH2:28][CH2:27][CH2:26]3)[CH:22]=2)[CH2:17][CH2:16]1 |f:4.5|. Procedure: To 1-(6,7-dimethoxy-quinazolin-4-yl)-2,3-dihydro-1H-indol-6-ylamine (103 mg, 0.320 mmol; from Example 30) in DMF (4 mL) was added 1,4-dibromo-butane (42 μL, 0.352 mmol) and pyridine (34 μL, 0.64 mmol) and the mixture was heated to 110° C. for 36 hours under N2(g). The mixture was diluted with saturated aqueous NaHCO3 and extracted with EtOAc/Et2O (1:1) and the organic phase was washed with water and brine, dried over Na2SO4(s), filtered and concentrated in vacuo. The residue was chromatographed ... The reactants are ClC1=C(C(=O)O)C=C(C(=C1)[N+](=O)[O-])[N+](=O)[O-] (2-Chloro-4,5-dinitrobenzoic acid), S(=O)(Cl)Cl (thionyl chloride), C1(CC1)N (cyclopropylamine). Run in ClCCCl (1,2-dichloroethane). Conditions: time 2 hour. Yields the product ClC1=C(C(=O)NC2CC2)C=C(C(=C1)[N+](=O)[O-])[N+](=O)[O-] (2-chloro-N-cyclopropyl-4,5-dinitrobenzamide). Yield: 81.0%. As a reaction SMILES: [Cl:1][C:2]1[CH:10]=[C:9]([N+:11]([O-:13])=[O:12])[C:8]([N+:14]([O-:16])=[O:15])=[CH:7][C:3]=1[C:4]([OH:6])=O.S(Cl)(Cl)=O.[CH:21]1([NH2:24])[CH2:23][CH2:22]1>ClCCCl>[Cl:1][C:2]1[CH:10]=[C:9]([N+:11]([O-:13])=[O:12])[C:8]([N+:14]([O-:16])=[O:15])=[CH:7][C:3]=1[C:4]([NH:24][CH:21]1[CH2:23][CH2:22]1)=[O:6]. Procedure: 2-Chloro-4,5-dinitrobenzoic acid (known from WO-A-2009/47558) (8.0 g, 32.5 mmol) was dissolved in 1,2-dichloroethane (80 ml), and thionyl chloride (20 ml) was added under nitrogen. The reaction mixture was heated under reflux for 4 h and then the solvent was removed under reduced pressure. The residue was dissolved in dichloromethane (80 ml) and, at 0° C., cyclopropylamine (2.4 ml, 39 mmol) was added. The reaction mixture was stirred at room temperature for 2 h and then the solvent was removed u... The reactants are [Na] (sodium), [Na] (Sodium), CO (methanol), NC1=C(SC2=NC=C(C=C21)Cl)C(=O)OC (Methyl 3-amino-5-chloro-thieno[2,3-b]pyridine-2-carboxylate). The product is NC1=C(SC2=NC=C(C=C21)OC)C(=O)OC (Methyl 3-amino-5-methoxy-thieno[2,3-b]pyridine-2-carboxylate). Isolated yield 86.0%. RXN SMILES: [Na].[NH2:2][C:3]1[C:11]2[C:6](=[N:7][CH:8]=[C:9](Cl)[CH:10]=2)[S:5][C:4]=1[C:13]([O:15][CH3:16])=[O:14].[CH3:17][OH:18]>>[NH2:2][C:3]1[C:11]2[C:6](=[N:7][CH:8]=[C:9]([O:18][CH3:17])[CH:10]=2)[S:5][C:4]=1[C:13]([O:15][CH3:16])=[O:14] |^1:0|. Procedure details: Sodium metal (0.46 g, 20 mmol) was added to methanol (20 mL) and allowed to react until metallic sodium was consumed. To the solution was added the product from Example 32A (0.485 g, 2.0 mmol) and the reaction was heated to reflux for 2 h. The reaction was quenched in sat. aq. NH4Cl and extracted with ethyl acetate. The organic phase was dried (MgSO4) and evaporated to yield 0.410 g (86%) of the title compound: 1H NMR (300 MHz, CDCl3) δ 3.88 (s, 3H), 4.02 (s, 3H), 6.74 (d, 1H), 7.77 (d, 1H). The reactants are CO, C=C(c1cccc(OC)n1)c1c(CCN(C)C)sc2ccccc12, O=C(O)C(F)(F)F. Product: COc1cccc(C(C)c2c(CCN(C)C)sc3ccccc23)n1. RXN SMILES: [CH3:32][OH:33].[CH3:8][O:9][c:10]1[cH:11][cH:12][cH:13][c:14]([C:16](=[CH2:17])[c:18]2[c:19]3[c:20]([s:21][c:22]2[CH2:23][CH2:24][N:25]([CH3:26])[CH3:27])[cH:28][cH:29][cH:30][cH:31]3)[n:15]1.[F:1][C:2]([F:3])([F:4])[C:5]([OH:6])=[O:7]>>[CH3:8][O:9][c:10]1[cH:11][cH:12][cH:13][c:14]([CH:16]([CH3:17])[c:18]2[c:19]3[c:20]([s:21][c:22]2[CH2:23][CH2:24][N:25]([CH3:26])[CH3:27])[cH:28][cH:29][cH:30][cH:31]3)[n:15]1.